Dataset: the Open Reaction Database (ORD), a public repository of structured organic reaction records. Task: describe an organic reaction: reactants, conditions, products, and yield The reactants are C(C)(C)(C)OC(NC1=NC=C(N=C1)CC#N)=O ((5-cyanomethyl-pyrazin-2-yl)-carbamic acid tert-butyl ester), FC(C(=O)O)(F)F (trifluoroacetic acid). Solvent: C(Cl)Cl (methylene chloride). Run at temperature 25 celsius, time 2 hour. Yields the product 40S, [OH-].[NH4+] (ammonium hydroxide), NC=1N=CC(=NC1)CC#N ((5-amino-pyrazin-2-yl)-acetonitrile). Yield: 0.1%. Reaction SMILES: C([O:5]C(=O)[NH:7][C:8]1[CH:13]=[N:12][C:11]([CH2:14][C:15]#[N:16])=[CH:10][N:9]=1)(C)(C)C.FC(F)(F)C(O)=O>C(Cl)Cl>[OH-:5].[NH4+:7].[NH2:7][C:8]1[N:9]=[CH:10][C:11]([CH2:14][C:15]#[N:16])=[N:12][CH:13]=1 |f:3.4|. Procedure: A solution of (5-cyanomethyl-pyrazin-2-yl)-carbamic acid tert-butyl ester (807.6 mg, 3.447 mol) in methylene chloride (4.3 mL) was treated with trifluoroacetic acid (2.7 mL, 34.470 mmol). The reaction mixture was stirred at 25° C. for 2 h and then concentrated in vacuo. Biotage chromatography (FLASH 40S, Silica, 1/9 methanol/methylene chloride with 0.1% ammonium hydroxide) afforded impure (5-amino-pyrazin-2-yl)-acetonitrile. Re-purification by Biotage chromatography (FLASH 40M, Silica, 99/1 ethy... The reactants are C1OC=2C=C(C=CC2O1)CCCC#C (5-(3,4-methylenedioxyphenyl)pent-1-yne), C(C)NCC (diethylamine), O1OOCCC1 (trioxan), cuprous chloride. Solvent: O1CCOCC1 (dioxan), O1CCOCC1 (dioxan). The product is C(C)N(CC#CCCCC1=CC2=C(C=C1)OCO2)CC (1-diethylamino-6-(3,4-methylenedioxyphenyl)-hex-2-yne). Reaction SMILES: [CH2:1]1[O:9][C:8]2[CH:7]=[CH:6][C:5]([CH2:10][CH2:11][CH2:12][C:13]#[CH:14])=[CH:4][C:3]=2[O:2]1.[CH2:15]([NH:17][CH2:18][CH3:19])[CH3:16].O1CC[CH2:23]OO1>O1CCOCC1>[CH2:15]([N:17]([CH2:18][CH3:19])[CH2:23][C:14]#[C:13][CH2:12][CH2:11][CH2:10][C:5]1[CH:6]=[CH:7][C:8]2[O:9][CH2:1][O:2][C:3]=2[CH:4]=1)[CH3:16]. Reported procedure: Add 5-(3,4-methylenedioxyphenyl)pent-1-yne (24.5 g) in dioxan (15 cc) to a mixture of diethylamine (16 g), trioxan (7.2 g) and cuprous chloride (0.3 g) in dioxan (20 cc) and heat the mixture at 100° for 15 hours under an atmosphere of nitrogen. Filter the cooled solution, remove the solvent and distil the residue at 0.1 mm Hg to obtain 1-diethylamino-6-(3,4-methylenedioxyphenyl)-hex-2-yne after a forerun of more volatile material. The reactants are C1CCNC1, CCN(CC)CCNc1nc(Cl)nc2ccccc12, Cl, [Na+], C1CCOC1, [OH-]. Yields the product CCN(CC)CCNc1nc(N2CCCC2)nc2ccccc12. RXN SMILES: [CH2:1]1[CH2:2][CH2:3][NH:4][CH2:5]1.[Cl:7][c:8]1[n:9][c:10]2[cH:11][cH:12][cH:13][cH:14][c:15]2[c:16]([NH:18][CH2:19][CH2:20][N:21]([CH2:22][CH3:23])[CH2:24][CH3:25])[n:17]1.[ClH:6].[Na+:27].[O:28]1[CH2:29][CH2:30][CH2:31][CH2:32]1.[OH-:26]>>[CH2:1]1[CH2:2][CH2:3][N:4]([c:8]2[n:9][c:10]3[cH:11][cH:12][cH:13][cH:14][c:15]3[c:16]([NH:18][CH2:19][CH2:20][N:21]([CH2:22][CH3:23])[CH2:24][CH3:25])[n:17]2)[CH2:5]1. Reactants: C(C1=CC=CC=C1)(=O)NC(=O)NC1CCN(CC1)CC1=CC2=CC=CC=C2C=C1 (1-Benzoyl-3-[1-(naphth-2-ylmethyl)piperid-4-yl]urea). Solvent: [OH-].[Na+] (sodium hydroxide). The product is C1=C(C=CC2=CC=CC=C12)CN1CCC(CC1)NC(=O)N ([1-(naphth-2-ylmethyl)piperid-4-yl]urea). As a reaction SMILES: C([NH:9][C:10]([NH:12][CH:13]1[CH2:18][CH2:17][N:16]([CH2:19][C:20]2[CH:29]=[CH:28][C:27]3[C:22](=[CH:23][CH:24]=[CH:25][CH:26]=3)[CH:21]=2)[CH2:15][CH2:14]1)=[O:11])(=O)C1C=CC=CC=1>[OH-].[Na+]>[CH:21]1[C:22]2[C:27](=[CH:26][CH:25]=[CH:24][CH:23]=2)[CH:28]=[CH:29][C:20]=1[CH2:19][N:16]1[CH2:17][CH2:18][CH:13]([NH:12][C:10]([NH2:9])=[O:11])[CH2:14][CH2:15]1 |f:1.2|. Procedure details: 1-Benzoyl-3-[1-(naphth-2-ylmethyl)piperid-4-yl]urea (prepared acccording to Example 1) is hydrolysed by refluxing in 2N sodium hydroxide to give [1-(naphth-2-ylmethyl)piperid-4-yl]urea(m.p. 183°-5° C.). The product is acylated by reaction with 4-methoxybenzoyl chloride to give the title compound, m.p. of HCL, quarterhydrate=193°-193.5° C.). Starting materials: COC(=O)c1ccn(C2CCN(C(=O)Cn3nc(C(F)(F)F)cc3C)CC2)n1, CO, [Cl-], Cl, [Na+], [Na+], [OH-]. Product: Cc1cc(C(F)(F)F)nn1CC(=O)N1CCC(n2ccc(C(=O)O)n2)CC1. Reaction SMILES: [CH3:1][c:2]1[cH:3][c:4]([C:25]([F:26])([F:27])[F:28])[n:5][n:6]1[CH2:7][C:8](=[O:9])[N:10]1[CH2:11][CH2:12][CH:13]([n:16]2[n:17][c:18]([C:21](=[O:22])[O:23][CH3:24])[cH:19][cH:20]2)[CH2:14][CH2:15]1.[CH3:34][OH:35].[Cl-:33].[ClH:31].[Na+:30].[Na+:32].[OH-:29]>>[CH3:1][c:2]1[cH:3][c:4]([C:25]([F:26])([F:27])[F:28])[n:5][n:6]1[CH2:7][C:8](=[O:9])[N:10]1[CH2:11][CH2:12][CH:13]([n:16]2[n:17][c:18]([C:21](=[O:22])[OH:23])[cH:19][cH:20]2)[CH2:14][CH2:15]1.